Task: describe an organic reaction: reactants, conditions, products, and yield. Dataset: the Open Reaction Database (ORD), a public repository of structured organic reaction records Reactants: BrC1=C(C=CC=C1)C1CCCC=2N1C=NC2 (5-(2-bromophenyl)-5,6,7,8,-tetrahydroimidazo[1,5-a]pyridine), S1C=C(C=C1)B(O)O (thiophene-3-boronic acid), C(=O)([O-])[O-].[Na+].[Na+] (Na2CO3). The reagents and catalysts are C=1C=CC(=CC1)[P](C=2C=CC=CC2)(C=3C=CC=CC3)[Pd]([P](C=4C=CC=CC4)(C=5C=CC=CC5)C=6C=CC=CC6)([P](C=7C=CC=CC7)(C=8C=CC=CC8)C=9C=CC=CC9)[P](C=1C=CC=CC1)(C=1C=CC=CC1)C=1C=CC=CC1 (Pd(PPh3)4). The solvent is COCCOC (DME). Yields the product S1C=C(C=C1)C1=C(C=CC=C1)C1CCCC=2N1C=NC2 (5-(2-Thiophen-3-yl-phenyl)-5,6,7,8-tetrahydroimidazo[1,5-a]pyridine). As a reaction SMILES: Br[C:2]1[CH:7]=[CH:6][CH:5]=[CH:4][C:3]=1[CH:8]1[N:13]2[CH:14]=[N:15][CH:16]=[C:12]2[CH2:11][CH2:10][CH2:9]1.[S:17]1[CH:21]=[CH:20][C:19](B(O)O)=[CH:18]1.C([O-])([O-])=O.[Na+].[Na+]>COCCOC.C1C=CC([P]([Pd]([P](C2C=CC=CC=2)(C2C=CC=CC=2)C2C=CC=CC=2)([P](C2C=CC=CC=2)(C2C=CC=CC=2)C2C=CC=CC=2)[P](C2C=CC=CC=2)(C2C=CC=CC=2)C2C=CC=CC=2)(C2C=CC=CC=2)C2C=CC=CC=2)=CC=1>[S:17]1[CH:21]=[CH:20][C:19]([C:2]2[CH:7]=[CH:6][CH:5]=[CH:4][C:3]=2[CH:8]2[N:13]3[CH:14]=[N:15][CH:16]=[C:12]3[CH2:11][CH2:10][CH2:9]2)=[CH:18]1 |f:2.3.4,^1:40,42,61,80|. Procedure: To a solution of 5-(2-bromophenyl)-5,6,7,8,-tetrahydroimidazo[1,5-a]pyridine (95 mg, 0.343 mmol) in DME (2 mL) is added thiophene-3-boronic acid (53 mg, 0.414 mmol), aqueous Na2CO3 (2M, 0.5 mL, 1.0 mmol), and Pd(PPh3)4 (20 mg). The reaction mixture is run under microwave irradiation at 120° C. for 20 min. The mixture is partitioned between EtOAc and brine. The organic layer is washed by brine, dried over Na2SO4 and concentrated to give an oil. The crude reaction mixture is subjected to flash chr... Reactants: CS(=O)(=O)C=1C=C(C=CC1)C1=CC(=CC=C1)CNS(=O)(=O)C(C)C (propane-2-sulfonic acid (3′-methanesulfonyl-biphenyl-3-ylmethyl)-amide), FC1=C(CBr)C=CC=C1 (2-fluorobenzyl bromide), C([O-])([O-])=O.[Cs+].[Cs+] (cesium carbonate). The reagents and catalysts are [I-].C(CCC)[N+](CCCC)(CCCC)CCCC (tetrabutylammonium iodide). Run in CN(C(C)=O)C (N,N-dimethylacetamide). Yields the product FC1=C(CN(S(=O)(=O)C(C)C)CC=2C=C(C=CC2)C2=CC(=CC=C2)S(=O)(=O)C)C=CC=C1 (propane-2-sulfonic acid (2-fluoro-benzyl)-(3′-methanesulfonyl-biphenyl-3-ylmethyl)-amide). Reaction SMILES: [CH3:1][S:2]([C:5]1[CH:6]=[C:7]([C:11]2[CH:16]=[CH:15][CH:14]=[C:13]([CH2:17][NH:18][S:19]([CH:22]([CH3:24])[CH3:23])(=[O:21])=[O:20])[CH:12]=2)[CH:8]=[CH:9][CH:10]=1)(=[O:4])=[O:3].[F:25][C:26]1[CH:33]=[CH:32][CH:31]=[CH:30][C:27]=1[CH2:28]Br.C(=O)([O-])[O-].[Cs+].[Cs+]>[I-].C([N+](CCCC)(CCCC)CCCC)CCC.CN(C)C(=O)C>[F:25][C:26]1[CH:33]=[CH:32][CH:31]=[CH:30][C:27]=1[CH2:28][N:18]([CH2:17][C:13]1[CH:12]=[C:11]([C:7]2[CH:8]=[CH:9][CH:10]=[C:5]([S:2]([CH3:1])(=[O:3])=[O:4])[CH:6]=2)[CH:16]=[CH:15][CH:14]=1)[S:19]([CH:22]([CH3:24])[CH3:23])(=[O:20])=[O:21] |f:2.3.4,5.6|. Reported procedure: In analogy to example 10, step 3, propane-2-sulfonic acid (3′-methanesulfonyl-biphenyl-3-ylmethyl)-amide (example 49, step 2) was reacted with 2-fluorobenzyl bromide, tetrabutylammonium iodide and cesium carbonate in N,N-dimethylacetamide to give propane-2-sulfonic acid (2-fluoro-benzyl)-(3′-methanesulfonyl-biphenyl-3-ylmethyl)-amide as a colorless solid. MS: 476.4 ([M+H]+) Reactants: [C-]#N.[Na+] (NaCN), O (water), O (water), ClCC1=CC=C(C=C1)CCC=1N=C(SC1)NC(C)=O (N-(4-{2-[4-(chloromethyl)phenyl]ethyl}-1,3-thiazol-2-yl)acetamide). The solvent is CN(C)C=O (DMF). Reaction conditions: time 19 hour. Product: C(#N)CC1=CC=C(C=C1)CCC=1N=C(SC1)NC(C)=O (N-(4-{2-[4-(cyanomethyl)phenyl]ethyl}-1,3-thiazol-2-yl)acetamide). Isolated yield 67.0%. RXN SMILES: [C-:1]#[N:2].[Na+].O.Cl[CH2:6][C:7]1[CH:12]=[CH:11][C:10]([CH2:13][CH2:14][C:15]2[N:16]=[C:17]([NH:20][C:21](=[O:23])[CH3:22])[S:18][CH:19]=2)=[CH:9][CH:8]=1>CN(C=O)C>[C:1]([CH2:6][C:7]1[CH:12]=[CH:11][C:10]([CH2:13][CH2:14][C:15]2[N:16]=[C:17]([NH:20][C:21](=[O:23])[CH3:22])[S:18][CH:19]=2)=[CH:9][CH:8]=1)#[N:2] |f:0.1|. Procedure: NaCN (115 mg), KI (130 mg) and water (1.8 ml) were combined, and then a solution of N-(4-{2-[4-(chloromethyl)phenyl]ethyl}-1,3-thiazol-2-yl)acetamide (230 mg) in DMF (7 ml) was added dropwise to the mixture at 0° C. The reaction mixture was stirred at r.t. for 19 hours, poured into water, and extracted with CHCl3. The organic layer was washed with brine, dried over anhydrous MgSO4 and concentrated in vacuo. The residual solid was washed with ethyl ether to give N-(4-{2-[4-(cyanomethyl)phenyl]eth... The reactants are CC(NC(=O)c1ccc2c(N)nccc2c1)C(=O)N1CCC(OC(C(=O)O)C(C)(C)C)CC1, Cl, C1COCCO1. Yields the product CC(NC(=O)c1ccc2c(N)nccc2c1)C(=O)N1CCC(OCC(=O)O)CC1, Cl. As a reaction SMILES: [C:1]([CH3:2])([CH3:3])([CH3:4])[CH:5]([C:6](=[O:7])[OH:8])[O:9][CH:10]1[CH2:11][CH2:12][N:13]([C:16]([CH:17]([CH3:18])[NH:19][C:20](=[O:21])[c:22]2[cH:23][c:24]3[cH:25][cH:26][n:27][c:28]([NH2:32])[c:29]3[cH:30][cH:31]2)=[O:33])[CH2:14][CH2:15]1.[ClH:34].[O:35]1[CH2:36][CH2:37][O:38][CH2:39][CH2:40]1>>[CH2:5]([C:6](=[O:7])[OH:8])[O:9][CH:10]1[CH2:11][CH2:12][N:13]([C:16]([CH:17]([CH3:18])[NH:19][C:20](=[O:21])[c:22]2[cH:23][c:24]3[cH:25][cH:26][n:27][c:28]([NH2:32])[c:29]3[cH:30][cH:31]2)=[O:33])[CH2:14][CH2:15]1.[ClH:34]. Reaction conditions: time 18 hour. The reactants are CN1C2=NC(=NC(=C2N=C1C=O)N1CCOCC1)N1C(=NC2=C1C=CC=C2)C (9-methyl-2-(2-methylbenzoimidazol-1-yl)-6-morpholin-4-yl-9H-purine-8-carbaldehyde), CN(C(=O)C1CCNCC1)C (piperidine-4-carboxylic acid dimethylamide), C(C)(=O)O[BH-](OC(C)=O)OC(C)=O.[Na+] (Sodium triacetoxyborohydride). Product: CN(C(=O)C1CCN(CC1)CC=1N(C2=NC(=NC(=C2N1)N1CCOCC1)N1C(=NC2=C1C=CC=C2)C)C)C (N,N-dimethyl-1-((9-methyl-2-(2-methyl-1H-benzo[d]imidazol-1-yl)-6-morpholino-9H-purin-8-yl)methyl)piperidine-4-carboxamide). Procedure: A solution of 9-methyl-2-(2-methylbenzoimidazol-1-yl)-6-morpholin-4-yl-9H-purine-8-carbaldehyde (100 mg, 0.27 mmol) and piperidine-4-carboxylic acid dimethylamide (50 mg, 0.32 mmol) in DCE (3 mL) was stirred at ambient temperature for 90 min. Sodium triacetoxyborohydride (86 mg, 0.41 mmol) was added and the mixture stirred for 18 h, then loaded onto an Isolute® SCX-2 cartridge (10 g). The cartridge was then washed with methanol and the desired product was subsequently eluted using 2 M NH3 in MeO... Yield: 49.4%. Run in ClCCCl (DCE). RXN SMILES: [CH3:1][N:2]1[C:10]([CH:11]=O)=[N:9][C:8]2[C:3]1=[N:4][C:5]([N:19]1[C:23]3[CH:24]=[CH:25][CH:26]=[CH:27][C:22]=3[N:21]=[C:20]1[CH3:28])=[N:6][C:7]=2[N:13]1[CH2:18][CH2:17][O:16][CH2:15][CH2:14]1.[CH3:29][N:30]([CH3:39])[C:31]([CH:33]1[CH2:38][CH2:37][NH:36][CH2:35][CH2:34]1)=[O:32].C(O[BH-](OC(=O)C)OC(=O)C)(=O)C.[Na+]>ClCCCl>[CH3:29][N:30]([CH3:39])[C:31]([CH:33]1[CH2:34][CH2:35][N:36]([CH2:11][C:10]2[N:2]([CH3:1])[C:3]3[C:8]([N:9]=2)=[C:7]([N:13]2[CH2:14][CH2:15][O:16][CH2:17][CH2:18]2)[N:6]=[C:5]([N:19]2[C:23]4[CH:24]=[CH:25][CH:26]=[CH:27][C:22]=4[N:21]=[C:20]2[CH3:28])[N:4]=3)[CH2:37][CH2:38]1)=[O:32] |f:2.3|. Starting materials: C1(=CC=CC=C1)COCCNC(CNCC1=CC=C(C=C1)OCC1=CC=CC=C1)=O (N-[2-(phenylmethoxy)ethyl]-N2 -[[4-(phenylmethoxy)phenyl]methyl]glycinamide), C(=O)(OCC1=CC=CC=C1)N[C@@H](CC1=CNC=N1)C(=O)O (CBZ-histidine), C(=O)(OCC1=CC=CC=C1)N[C@H](CC1=CNC=N1)C(=O)O (CBZ-D-histidine). Product: C1(=CC=CC=C1)COC(=O)N[C@@H](CC1=CNC=N1)C(=O)N(CC(=O)NCCOCC1=CC=CC=C1)CCCCOCC1=CC=CC=C1 (N-[(Phenylmethoxy)carbonyl]-L-histidyl-N2 -[4-(phenylmethoxy)butyl]-N-[2-(phenylmethoxy)ethyl]glycinamide). Reaction SMILES: [C:1]1([CH2:7][O:8][CH2:9][CH2:10][NH:11][C:12](=[O:30])[CH2:13][NH:14][CH2:15][C:16]2[CH:21]=[CH:20]C(OCC3C=CC=CC=3)=CC=2)[CH:6]=[CH:5][CH:4]=[CH:3][CH:2]=1.[C:31]([NH:41][C@H:42]([C:49]([OH:51])=O)[CH2:43][C:44]1[N:48]=[CH:47][NH:46][CH:45]=1)([O:33][CH2:34][C:35]1[CH:40]=[CH:39][CH:38]=[CH:37][CH:36]=1)=[O:32].C(N[C@@H](C(O)=O)CC1N=CNC=1)([O:54][CH2:55][C:56]1[CH:61]=[CH:60][CH:59]=[CH:58][CH:57]=1)=O>>[C:35]1([CH2:34][O:33][C:31]([NH:41][C@H:42]([C:49]([N:14]([CH2:15][CH2:16][CH2:21][CH2:20][O:54][CH2:55][C:56]2[CH:61]=[CH:60][CH:59]=[CH:58][CH:57]=2)[CH2:13][C:12]([NH:11][CH2:10][CH2:9][O:8][CH2:7][C:1]2[CH:2]=[CH:3][CH:4]=[CH:5][CH:6]=2)=[O:30])=[O:51])[CH2:43][C:44]2[N:48]=[CH:47][NH:46][CH:45]=2)=[O:32])[CH:36]=[CH:37][CH:38]=[CH:39][CH:40]=1. Procedure: According to Example 10, Step 4, by substituting the compound from Step 1 above for N-[2-(phenylmethoxy)ethyl]-N2 -[[4-(phenylmethoxy)phenyl]methyl]glycinamide and CBZ-histidine for CBZ-D-histidine, the title compound was obtained as a white foam; ES-MS 642 (m+1). Reactants: OCCCO, CCCN=C(N)Nc1ccnc(S(C)=O)n1, [H-], [Na+], O. Product: CCCN=C(N)Nc1ccnc(OCCCO)n1. As a reaction SMILES: [CH2:19]([CH2:20][CH2:21][OH:22])[OH:23].[CH2:1]([CH2:2][CH3:3])[N:4]=[C:5]([NH:6][c:7]1[n:8][c:9]([S:13]([CH3:14])=[O:15])[n:10][cH:11][cH:12]1)[NH2:16].[H-:17].[Na+:18].[OH2:24]>>[CH2:1]([CH2:2][CH3:3])[N:4]=[C:5]([NH:6][c:7]1[n:8][c:9]([O:22][CH2:21][CH2:20][CH2:19][OH:23])[n:10][cH:11][cH:12]1)[NH2:16].